Task: describe an organic reaction: reactants, conditions, products, and yield. Dataset: the Open Reaction Database (ORD), a public repository of structured organic reaction records Reactants: CC=1N=C2N(C=CC=3C(CC(NC23)C2=CC=CC=C2)=O)C1C (2,3-dimethyl-9-phenyl-7,8,9,10-tetrahydroimidazo[1,2-h][1,7]naphthyridin-7-one), [BH4-].[Na+] (sodium borohydride). Solvent: CO (methanol), ice water. Reaction conditions: time 2 hour. Yields the product OC1CC(NC=2C=3N(C=CC12)C(=C(N3)C)C)C3=CC=CC=C3 (7-Hydroxy-2,3-dimethyl-9-phenyl-7,8,9,10-tetrahydroimidazo[1,2-h][1,7]naphthyridine). Yield: 79.5%. Reaction SMILES: [CH3:1][C:2]1[N:3]=[C:4]2[C:13]3[NH:12][CH:11]([C:14]4[CH:19]=[CH:18][CH:17]=[CH:16][CH:15]=4)[CH2:10][C:9](=[O:20])[C:8]=3[CH:7]=[CH:6][N:5]2[C:21]=1[CH3:22].[BH4-].[Na+]>CO>[OH:20][CH:9]1[C:8]2[CH:7]=[CH:6][N:5]3[C:21]([CH3:22])=[C:2]([CH3:1])[N:3]=[C:4]3[C:13]=2[NH:12][CH:11]([C:14]2[CH:15]=[CH:16][CH:17]=[CH:18][CH:19]=2)[CH2:10]1 |f:1.2|. Procedure details: A suspension of 1 g of 2,3-dimethyl-9-phenyl-7,8,9,10-tetrahydroimidazo[1,2-h][1,7]naphthyridin-7-one in 15 ml of methanol is treated at room temperature with 450 mg of sodium borohydride in small portions. The resulting yellowish solution is stirred for 2 h and then diluted with ice water. The precipitate which is deposited is filtered off with suction and washed with a little cold 2-propanol. 800 mg of the title compound of melting point 210-12° C. are obtained.